Dataset: the Open Reaction Database (ORD), a public repository of structured organic reaction records. Task: describe an organic reaction: reactants, conditions, products, and yield Starting materials: CC(C)CCC[C@@H](C)[C@H]1CC[C@H]2[C@@H]3CC=C4C[C@@H](O)CC[C@]4(C)[C@H]3CC[C@]12C (cholesterol), C1(CCC(=O)O1)=O (succinic anhydride), Cl (HCl). Reagents/catalysts: CN(C1=CC=NC=C1)C (4-(dimethylamino)pyridine). Solvent: O1CCOCC1 (1,4-dioxane). Reaction conditions: time 24 hour. Yields the product C(CCC(=O)O)(=O)O.CC(C)CCC[C@@H](C)[C@H]1CC[C@H]2[C@@H]3CC=C4C[C@@H](O)CC[C@]4(C)[C@H]3CC[C@]12C (cholesterol succinate). Yield: 183.4%. As a reaction SMILES: [CH3:1][CH:2]([CH2:4][CH2:5][CH2:6][C@H:7]([C@@H:9]1[C@:27]2([CH3:28])[C@H:12]([C@H:13]3[C@H:24]([CH2:25][CH2:26]2)[C@:22]2([CH3:23])[C:16]([CH2:17][C@H:18]([CH2:20][CH2:21]2)[OH:19])=[CH:15][CH2:14]3)[CH2:11][CH2:10]1)[CH3:8])[CH3:3].[C:29]1(=[O:35])[O:34][C:32](=[O:33])[CH2:31][CH2:30]1.Cl>O1CCOCC1.CN(C)C1C=CN=CC=1>[C:29]([OH:34])(=[O:35])[CH2:30][CH2:31][C:32]([OH:19])=[O:33].[CH3:3][CH:2]([CH2:4][CH2:5][CH2:6][C@H:7]([C@@H:9]1[C@:27]2([CH3:28])[C@H:12]([C@H:13]3[C@H:24]([CH2:25][CH2:26]2)[C@:22]2([CH3:23])[C:16]([CH2:17][C@H:18]([CH2:20][CH2:21]2)[OH:19])=[CH:15][CH2:14]3)[CH2:11][CH2:10]1)[CH3:8])[CH3:1] |f:5.6|. Procedure: 7.6 grams of cholesterol and 2.36 grams of succinic anhydride were dissolved in 100 ml of 1,4-dioxane in a round-bottomed flask. A reaction catalyst, 2.9 grams of 4-(dimethylamino)pyridine (DMAP), was added thereto, and the mixture was stirred at room temperature for 24 hours. The reaction mixture was introduced into an HCl solution in order to precipitate the cholesterol succinate (9.1 g; yield=95%). Starting materials: C(=O)(N)NS(=O)(=O)O (N-pHURIC), C(=O)(N)N.OS(=O)(=O)O (Monocarbamide dihydrogen sulfate), C(=O)(N)NS(=O)(=O)O (N-pHURIC). Yields the product NC(=O)N (urea), S(O)(O)(=O)=O (sulfuric acid). As a reaction SMILES: [C:1]([NH2:4])([NH2:3])=[O:2].[OH:5][S:6]([OH:9])(=[O:8])=[O:7].C(NS(O)(=O)=O)(N)=O>>[NH2:3][C:1]([NH2:4])=[O:2].[S:6](=[O:7])(=[O:5])([OH:9])[OH:8] |f:0.1|. Reported procedure: Monocarbamide dihydrogen sulfate (equivalent of N-pHURIC® 15/49; N-pHURIC® is a registered trademark of Union Oil Company of California dba Unocal Corporation California of El Segundo, California) produced from urea and sulfuric acid, Eq. 14. H2NCONH2+H2SO4→(H2NCONH2)(H2SO4)  (Eq. 14)